This data is from the Open Reaction Database (ORD), a public repository of structured organic reaction records. The task is: describe an organic reaction: reactants, conditions, products, and yield The reactants are resin, C(C)(C)(C)OC(=O)N1CCC=2NC=3C=CC(=CC3C2CC1)B1OC(C(O1)(C)C)(C)C (3-(tert-butyloxycarbonyl)-9-(4,4,5,5-tetramethyl-1,3,2-dioxaborolan-2-yl)-1,2,3,4,5,6-hexahydroazepino[4,5-b]indole), C([O-])([O-])=O.[Cs+].[Cs+] (cesium carbonate), Cl.BrC1=CC=NC=C1 (4-bromopyridine hydrochloride). Reagents/catalysts: C1(=CC=CC=C1)P(C1=CC=CC=C1)[C-]1C=CC=C1.[CH-]1C=CC=C1.[Fe+2] (diphenylphosphinoferrocene). Run in CO.O1CCOCC1 (MeOH dioxane). Conditions: temperature 90 celsius. Product: C(=O)O.N1=CC=C(C=C1)C1=CC=2C3=C(NC2C=C1)CCNCC3 (9-pyridin-4-yl-1,2,3,4,5,6-hexahydroazepino[4,5-b]indole formate). Yield: 5.9%. RXN SMILES: C([O:5][C:6]([N:8]1[CH2:21][CH2:20][C:19]2[C:18]3[CH:17]=[C:16](B4OC(C)(C)C(C)(C)O4)[CH:15]=[CH:14][C:13]=3[NH:12][C:11]=2[CH2:10][CH2:9]1)=[O:7])(C)(C)C.C(=O)([O-])[O-].[Cs+].[Cs+].Cl.Br[C:39]1[CH:44]=[CH:43][N:42]=[CH:41][CH:40]=1>C1(P([C-]2C=CC=C2)C2C=CC=CC=2)C=CC=CC=1.[CH-]1C=CC=C1.[Fe+2].CO.O1CCOCC1>[CH:6]([OH:7])=[O:5].[N:42]1[CH:43]=[CH:44][C:39]([C:16]2[CH:15]=[CH:14][C:13]3[NH:12][C:11]4[CH2:10][CH2:9][NH:8][CH2:21][CH2:20][C:19]=4[C:18]=3[CH:17]=2)=[CH:40][CH:41]=1 |f:1.2.3,4.5,6.7.8,9.10,11.12|. Procedure: In a 20 mL vial a solution of MeOH/dioxane (10%, 1.5 mL, degassed with N2) was added to a mixture of 3-(tert-butyloxycarbonyl)-9-(4,4,5,5-tetramethyl-1,3,2-dioxaborolan-2-yl)-1,2,3,4,5,6-hexahydroazepino[4,5-b]indole (0.097 g, 0.235 mmol), cesium carbonate (0.115 g, 0.35 mmol), and 4-bromopyridine hydrochloride (0.137 g, 0.70 mmol) and diphenylphosphinoferrocene (0.07 g, 5 mol %) were added. The mixture was flushed with argon and tris(dibenzylideneacetone)dipalladium(0) (0.06 g, 3 mol %) was add... Reactants: B([C@H]1C[C@@H]2C[C@H]([C@@H]1C)C2(C)C)([C@H]3C[C@@H]4C[C@H]([C@@H]3C)C4(C)C)Cl ((+)-DIP-chloride), CC(=O)C1=CC(=C(C(=C1)F)F)F (3,4,5-trifluoroacetophenone). Solvent: C1CCOC1 (THF). Run at time 1 hour. Yields the product FC=1C=C(C=C(C1F)F)[C@@H](C)O ((R)-1-(3,4,5-trifluorophenyl)ethanol). Isolated yield 73.0%. Reaction SMILES: B(Cl)([C@@H]1[C@@H](C)[C@@H]2C(C)(C)[C@@H](C2)C1)[C@@H]1[C@@H](C)[C@@H]2C(C)(C)[C@@H](C2)C1.[CH3:23][C:24]([C:26]1[CH:31]=[C:30]([F:32])[C:29]([F:33])=[C:28]([F:34])[CH:27]=1)=[O:25]>C1COCC1>[F:32][C:30]1[CH:31]=[C:26]([C@H:24]([OH:25])[CH3:23])[CH:27]=[C:28]([F:34])[C:29]=1[F:33]. Reported procedure: To a solution of (+)-DIP-chloride (11.8 g) in THF (200 ml) cooled to −30° C., 3,4,5-trifluoroacetophenone (5.0 g) [CAS 220141-73-1] was added dropwise in a nitrogen atmosphere. The reaction solution was stirred at the same temperature for five hours and at room temperature at one hour, and then THF was evaporated under reduced pressure. 6.5 ml of diethanolamine was added dropwise to a solution of the resulting residue in diethyl ether (150 ml), and the reaction solution was stirred at room tempe... Starting materials: FC1=CC=C(C=C1)C(C(Br)C1=CC=C(C=C1)SC)=O (1-(4-fluorophenyl)-2-(4-methylthiophenyl)-2-bromo-ethanone), COC1=CC=C(OCC(=S)N)C=C1 (4-methoxyphenoxy thioacetamide). Solvent: C(C)#N (acetonitrile). Yields the product FC1=CC=C(C=C1)C=1N=C(SC1C1=CC=C(C=C1)SC)COC1=CC=C(C=C1)OC (4- (4-fluorophenyl) -5- (4-methylthiophenyl)-2-((4-methoxyphenoxy) methyl) thiazole). Isolated yield 54.0%. RXN SMILES: [F:1][C:2]1[CH:7]=[CH:6][C:5]([C:8](=O)[CH:9]([C:11]2[CH:16]=[CH:15][C:14]([S:17][CH3:18])=[CH:13][CH:12]=2)Br)=[CH:4][CH:3]=1.[CH3:20][O:21][C:22]1[CH:32]=[CH:31][C:25]([O:26][CH2:27][C:28]([NH2:30])=[S:29])=[CH:24][CH:23]=1>C(#N)C>[F:1][C:2]1[CH:7]=[CH:6][C:5]([C:8]2[N:30]=[C:28]([CH2:27][O:26][C:25]3[CH:31]=[CH:32][C:22]([O:21][CH3:20])=[CH:23][CH:24]=3)[S:29][C:9]=2[C:11]2[CH:16]=[CH:15][C:14]([S:17][CH3:18])=[CH:13][CH:12]=2)=[CH:4][CH:3]=1. Procedure details: A solution of 1-(4-fluorophenyl)-2-(4-methylthiophenyl)-2-bromo-ethanone, (Example 1, Step 3) (2.30 g, 6.8 mmol) and 4-methoxyphenoxy thioacetamide (1.35 g, 6.8 mmol) in 20 mL of acetonitrile was heated to reflux for 1.1 hours. The solution was concentrated in vacuo and the residue dissolved in ethyl acetate. The ethyl acetate solution was washed with saturated aqueous NaHCO3, brine, dried over anhydrous MgSO4, filtered and concentrated in vacuo to afford a solid that was recrystallized from a m...